From a dataset of the Open Reaction Database (ORD), a public repository of structured organic reaction records. describe an organic reaction: reactants, conditions, products, and yield Starting materials: C1(CC1)C1CC(C1)(O)C1=C(C=CC=C1)NC=O (N-[2-(3-cyclopropyl-1-hydroxycyclobutyl)-phenyl]Formamide), [OH-].[K+] (potassium hydroxide). Solvent: CO (methanol). Product: NC1=C(C=CC=C1)C1(CC(C1)C1CC1)O (1-(2-aminophenyl)-3-cyclopropylcyclobutanol). As a reaction SMILES: [CH:1]1([CH:4]2[CH2:7][C:6]([C:9]3[CH:14]=[CH:13][CH:12]=[CH:11][C:10]=3[NH:15]C=O)([OH:8])[CH2:5]2)[CH2:3][CH2:2]1.[OH-].[K+]>CO>[NH2:15][C:10]1[CH:11]=[CH:12][CH:13]=[CH:14][C:9]=1[C:6]1([OH:8])[CH2:5][CH:4]([CH:1]2[CH2:2][CH2:3]2)[CH2:7]1 |f:1.2|. Procedure details: In a sulfonation flask, a mixture consisting of 2.5 g (0.0108 mol) N-[2-(3-cyclopropyl-1-hydroxy-cyclobutyl)phenyl]-formamide (prepared as described in Example 8), 1.4 g (0.021 mol) potassium hydroxide and 25 ml methanol was stirred at reflux temperature for 4 hours. Then the solvent was distilled off in a water jet vacuum and the residue taken up in 100 ml of ethyl acetate. The organic phase was washed three times with water and after drying with sodium sulphate the solvent was distilled off in... Reactants: C1(=CC=CC=C1)S(=O)(=O)C1=CC=CC=C1.BrC1=C(C=C(C=C1)O)Cl (4-bromo-3-chlorophenol phenyl sulfone), FC=1C=CC(=C(C1)B(O)O)OC (5-fluoro-2-methoxybenzene boronic acid). The product is C1(=CC=CC=C1)S(=O)(=O)C1=CC(=C(C=C1)C1=C(C=CC(=C1)F)OC)Cl (2-chloro-5′-fluoro-2′-methoxybiphenyl-4-yl phenyl sulfone). RXN SMILES: [C:1]1([S:7]([C:10]2[CH:15]=[CH:14][CH:13]=[CH:12][CH:11]=2)(=[O:9])=[O:8])[CH:6]=[CH:5][CH:4]=[CH:3][CH:2]=1.BrC1C=CC(O)=CC=1[Cl:24].[F:25][C:26]1[CH:27]=[CH:28][C:29]([O:35][CH3:36])=[C:30](B(O)O)[CH:31]=1>>[C:1]1([S:7]([C:10]2[CH:15]=[CH:14][C:13]([C:28]3[CH:27]=[C:26]([F:25])[CH:31]=[CH:30][C:29]=3[O:35][CH3:36])=[C:12]([Cl:24])[CH:11]=2)(=[O:9])=[O:8])[CH:2]=[CH:3][CH:4]=[CH:5][CH:6]=1 |f:0.1|. Procedure: The subtitle compound was prepared by the method of example 2 step (ii) using the product of step (i) and 5-fluoro-2-methoxybenzene boronic acid.